Dataset: the Open Reaction Database (ORD), a public repository of structured organic reaction records. Task: describe an organic reaction: reactants, conditions, products, and yield Reactants: CC(C)(C)[Si](C)(C)OC1CC(n2ccc3c(NC4CCc5ccccc54)ncnc32)CC1CO, ClCCl, C[N+]1([O-])CCOCC1. Yields the product CC(C)(C)[Si](C)(C)OC1CC(n2ccc3c(NC4CCc5ccccc54)ncnc32)CC1C=O. Reaction SMILES: [C:1]([CH3:2])([CH3:3])([CH3:4])[Si:5]([O:6][CH:7]1[CH:8]([CH2:31][OH:32])[CH2:9][CH:10]([n:12]2[cH:13][cH:14][c:15]3[c:16]2[n:17][cH:18][n:19][c:20]3[NH:21][CH:22]2[CH2:23][CH2:24][c:25]3[cH:26][cH:27][cH:28][cH:29][c:30]32)[CH2:11]1)([CH3:33])[CH3:34].[CH2:43]([Cl:44])[Cl:45].[CH3:35][N+:36]1([O-:42])[CH2:37][CH2:38][O:39][CH2:40][CH2:41]1>>[C:1]([CH3:2])([CH3:3])([CH3:4])[Si:5]([O:6][CH:7]1[CH:8]([CH:31]=[O:32])[CH2:9][CH:10]([n:12]2[cH:13][cH:14][c:15]3[c:16]2[n:17][cH:18][n:19][c:20]3[NH:21][CH:22]2[CH2:23][CH2:24][c:25]3[cH:26][cH:27][cH:28][cH:29][c:30]32)[CH2:11]1)([CH3:33])[CH3:34]. Reactants: C(#N)C1=NC=CN=C1 (2-cyanopyrazine), FC(C(C(=O)O)(C)C)(F)F (3,3,3-Trifluoro-2,2-dimethylpropionic acid), [NH4+].[NH4+].[O-]S(=O)(=O)OOS(=O)(=O)[O-] (ammonium peroxodisulfate). Reagents/catalysts: [N+](=O)([O-])[O-].[Ag+] (silver nitrate). Run in solution. Run at temperature 80 celsius, time 8 hour. Yields the product FC(C(C)(C)C=1N=CC(=NC1)C#N)(F)F (5-(1,1,1-Trifluoro-2-methylpropan-2-yl)pyrazine-2-carbonitrile). Reaction SMILES: [C:1]([C:3]1[CH:8]=[N:7][CH:6]=[CH:5][N:4]=1)#[N:2].[F:9][C:10]([F:18])([F:17])[C:11](C)([CH3:15])[C:12](O)=O.[NH4+].[NH4+].[O-]S(OOS([O-])(=O)=O)(=O)=O>[N+]([O-])([O-])=O.[Ag+]>[F:9][C:10]([F:18])([F:17])[C:11]([C:6]1[N:7]=[CH:8][C:3]([C:1]#[N:2])=[N:4][CH:5]=1)([CH3:15])[CH3:12] |f:2.3.4,5.6|. Procedure: To an aqueous (50 mL) solution of 2-cyanopyrazine (6.7 mL), 3,3,3-Trifluoro-2,2-dimethylpropionic acid (10 g) and ammonium peroxodisulfate (22 g) were added, then silver nitrate (16 g) was added, and the resultant was stirred at 80° C. for 8 hours. The reaction solution was subjected to extraction with ethyl acetate. The organic layer was dried over magnesium sulfate, and the desiccant was filtered off. Then, the solvent was distilled off under reduced pressure. The obtained residue was purified...